From a dataset of the Open Reaction Database (ORD), a public repository of structured organic reaction records. describe an organic reaction: reactants, conditions, products, and yield Reactants: CCO, CC(COc1c([N+](=O)[O-])ccc(F)c1F)OC1CCCCO1, Cc1ccc(S(=O)(=O)[O-])cc1, c1cc[nH+]cc1. The product is CC(O)COc1c([N+](=O)[O-])ccc(F)c1F. RXN SMILES: [CH3:40][CH2:41][OH:42].[F:1][c:2]1[c:3]([O:12][CH2:13][CH:14]([CH3:15])[O:16][CH:17]2[CH2:18][CH2:19][CH2:20][CH2:21][O:22]2)[c:4]([N+:9](=[O:10])[O-:11])[cH:5][cH:6][c:7]1[F:8].[O-:23][S:24]([c:25]1[cH:26][cH:27][c:28]([CH3:29])[cH:30][cH:31]1)(=[O:32])=[O:33].[nH+:34]1[cH:35][cH:36][cH:37][cH:38][cH:39]1>>[F:1][c:2]1[c:3]([O:12][CH2:13][CH:14]([CH3:15])[OH:16])[c:4]([N+:9](=[O:10])[O-:11])[cH:5][cH:6][c:7]1[F:8]. The solvent is C(Cl)Cl (DCM), C(Cl)Cl (DCM). Reported procedure: A solution of triphenylphosphine (5.25 g) in dry DCM (15 ml) was added to a solution of the product of step (ii) (3.9 g) and carbon tetrabromide (6.63 g) in dry DCM (25 ml) at 0° over 10 min. The yellow solution was stirred at 0° for 30 min, evaporated onto silica (Merck 9385) and purified by FCC eluting with H→H-ER (3:1) to give the title compound as a colourless oil (2.7 g). T.l.c. (H-ER 2:1) Rf 0.69. Starting materials: C1(=CC=CC=C1)P(C1=CC=CC=C1)C1=CC=CC=C1 (triphenylphosphine), C1(=CC=CC=C1)CCOCC#CCCO (5-(2-Phenylethoxy)-3-pentyn-1-ol), C(Br)(Br)(Br)Br (carbon tetrabromide). Reaction conditions: time 30 minute. Product: BrCCC#CCOCCC1=CC=CC=C1 ([2-[(5-Bromo-2-pentynyl)oxy]ethyl]benzene). RXN SMILES: C1(P(C2C=CC=CC=2)C2C=CC=CC=2)C=CC=CC=1.[C:20]1([CH2:26][CH2:27][O:28][CH2:29][C:30]#[C:31][CH2:32][CH2:33]O)[CH:25]=[CH:24][CH:23]=[CH:22][CH:21]=1.C(Br)(Br)(Br)[Br:36]>C(Cl)Cl>[Br:36][CH2:33][CH2:32][C:31]#[C:30][CH2:29][O:28][CH2:27][CH2:26][C:20]1[CH:25]=[CH:24][CH:23]=[CH:22][CH:21]=1. The yield is 52.9%. Starting materials: CCC#N, CC(C)(C)O, CC(C)(C)[O-], N#Cc1ccc(Cl)cc1, [K+], C1CCOC1. Product: CC(C#N)=C(N)c1ccc(Cl)cc1. RXN SMILES: [C:10]([CH2:11][CH3:12])#[N:13].[C:20]([OH:21])([CH3:22])([CH3:23])[CH3:24].[CH3:14][C:15]([CH3:16])([O-:17])[CH3:18].[Cl:1][c:2]1[cH:3][cH:4][c:5]([C:6]#[N:7])[cH:8][cH:9]1.[K+:19].[O:25]1[CH2:26][CH2:27][CH2:28][CH2:29]1>>[Cl:1][c:2]1[cH:3][cH:4][c:5]([C:6]([NH2:7])=[C:11]([C:10]#[N:13])[CH3:12])[cH:8][cH:9]1. Reactants: O=C([O-])[O-], CS(C)=O, [Cl-], Cc1cc(F)ccc1-c1cc(Cl)ncc1N(C)C(=O)C(C)(C)c1cc(C(F)(F)F)cc(C(F)(F)F)c1, [K+], [K+], [Li+], O, OCC1CCNCC1. The product is Cc1cc(F)ccc1-c1cc(N2CCC(CO)CC2)ncc1N(C)C(=O)C(C)(C)c1cc(C(F)(F)F)cc(C(F)(F)F)c1. As a reaction SMILES: [C:47](=[O:48])([O-:49])[O-:50].[CH3:53][S:54]([CH3:55])=[O:56].[Cl-:46].[F:1][C:2]([c:3]1[cH:4][c:5]([C:13]([C:14](=[O:15])[N:16]([CH3:17])[c:18]2[cH:19][n:20][c:21]([Cl:32])[cH:22][c:23]2-[c:24]2[c:25]([CH3:31])[cH:26][c:27]([F:30])[cH:28][cH:29]2)([CH3:33])[CH3:34])[cH:6][c:7]([C:9]([F:10])([F:11])[F:12])[cH:8]1)([F:35])[F:36].[K+:51].[K+:52].[Li+:45].[OH2:57].[OH:37][CH2:38][CH:39]1[CH2:40][CH2:41][NH:42][CH2:43][CH2:44]1>>[F:1][C:2]([c:3]1[cH:4][c:5]([C:13]([C:14](=[O:15])[N:16]([CH3:17])[c:18]2[cH:19][n:20][c:21]([N:42]3[CH2:41][CH2:40][CH:39]([CH2:38][OH:37])[CH2:44][CH2:43]3)[cH:22][c:23]2-[c:24]2[c:25]([CH3:31])[cH:26][c:27]([F:30])[cH:28][cH:29]2)([CH3:33])[CH3:34])[cH:6][c:7]([C:9]([F:10])([F:11])[F:12])[cH:8]1)([F:35])[F:36]. The reactants are NC1=NC2=NC(=CC=C2C=C1)Cl (2-Amino-7-chloro-1,8-naphthyridine), ClC=1C=C(C=CC1)O (3-chlorophenol), [OH-].[K+] (potassium hydroxide). Conditions: temperature 120 celsius. Yields the product NC1=NC2=NC(=CC=C2C=C1)OC1=CC(=CC=C1)Cl (2-Amino-7-(3-chlorophenoxy)-1,8-naphthyridine). Yield: 75.9%. Reaction SMILES: [NH2:1][C:2]1[CH:11]=[CH:10][C:9]2[C:4](=[N:5][C:6](Cl)=[CH:7][CH:8]=2)[N:3]=1.[Cl:13][C:14]1[CH:15]=[C:16]([OH:20])[CH:17]=[CH:18][CH:19]=1.[OH-].[K+]>>[NH2:1][C:2]1[CH:11]=[CH:10][C:9]2[C:4](=[N:5][C:6]([O:20][C:16]3[CH:17]=[CH:18][CH:19]=[C:14]([Cl:13])[CH:15]=3)=[CH:7][CH:8]=2)[N:3]=1 |f:2.3|. Reported procedure: 2-Amino-7-chloro-1,8-naphthyridine (17.95 g) is added to a mixture, preheated to 60° C., of 3-chlorophenol (51.4 g) and potassium hydroxide pellets (85% pure; 13.2 g). The reaction mixture is heated to 120° C. for 3 hours. The product is separated by filtration, washed with water to a pH of approximately 7 and then dried in the air. 2-Amino-7-(3-chlorophenoxy)-1,8-naphthyridine (20.6 g), m.p. 166° C., is obtained. Starting materials: NC=1SC(=CC1C(=O)OCC)CC (2-amino-5-ethyl-3-thiophenecarboxylic acid, ethyl ester), ClC1=CC=C(C=N1)C(=O)OC (6-chloro-3-pyridinecarboxylic acid, methyl ester). Product: C(C)C1=CC2=C(N=C3N(C2=O)C=C(C=C3)C(=O)OC)S1 (2-Ethyl-4-oxo-4H-pyrido[1,2-a]thieno[2,3-d]pyrimidine-7-carboxylic acid, methyl ester). Reaction SMILES: [NH2:1][C:2]1[S:3][C:4]([CH2:12][CH3:13])=[CH:5][C:6]=1[C:7]([O:9]CC)=O.Cl[C:15]1[N:20]=[CH:19][C:18]([C:21]([O:23][CH3:24])=[O:22])=[CH:17][CH:16]=1>>[CH2:12]([C:4]1[S:3][C:2]2[N:1]=[C:15]3[CH:16]=[CH:17][C:18]([C:21]([O:23][CH3:24])=[O:22])=[CH:19][N:20]3[C:7](=[O:9])[C:6]=2[CH:5]=1)[CH3:13]. Procedure: A mixture of 10 g (0.05 mol) of 2-amino-5-ethyl-3-thiophenecarboxylic acid, ethyl ester (Chemische Berichte, Vol. 99, pages 94-100, 1966) and 8.61 g (0.05 mol) of 6-chloro-3-pyridinecarboxylic acid, methyl ester (Alfred Bader Chemical Company) is heated in a wax bath at 178°-188° C. for three hours under nitrogen. The distillate is collected in a Dean-Stark trap attached to the reaction flask. The mixture is cooled, dissolved in hot methanol, cooled and 5.5 g of 2-ethyl-4-oxo-4H-pyrido[1,2-a]thi...